From a dataset of the Open Reaction Database (ORD), a public repository of structured organic reaction records. describe an organic reaction: reactants, conditions, products, and yield The reactants are COC(=O)C1=CC=CC=2OC3=CC=C(C=C3C(C12)=O)C (7-methyl-9-oxoxanthene-1-carboxylic acid methyl ester), NN (hydrazine). Yields the product N1=NC=C2C=CC=C3C2=C1C1=C(O3)C=CC=C1 (benzopyrano[4,3,2-de]phthalazine). RXN SMILES: CO[C:3]([C:5]1[C:18]2[C:17](=O)[C:16]3[C:11](=[CH:12][CH:13]=[C:14](C)[CH:15]=3)[O:10][C:9]=2[CH:8]=[CH:7][CH:6]=1)=O.[NH2:21][NH2:22]>>[N:21]1[C:17]2[C:16]3[CH:15]=[CH:14][CH:13]=[CH:12][C:11]=3[O:10][C:9]3[C:18]=2[C:5]([CH:6]=[CH:7][CH:8]=3)=[CH:3][N:22]=1. Procedure details: Prepared from the compound 11 (R═H) and 1.5 equivalent of hydrazine to give benzopyrano[4,3,2-de]phthalazine according to General Procedure C. To a solution of 0.3 g of benzopyrano[4,3,2-de]phthalazine in 7.5 mL of concentrate sulfuric acid is dropwise added 2.0 mL of fuming sulfuric acid at 0° C. The mixture is stirred for 3 hours at 0° C. and poured into 100 mL of ice-cold water. The precipitation is collected by filtration, washed with water to give of a white solid product, mp>300° C. (dec.)... Starting materials: CS(=O)(=O)OCC[C@@]1(CCN(C(O1)=O)[C@@H](C)C1=CC=C(C=C1)C1=C(C=C(C=C1)F)F)C1=CC=C(C=C1)F (2-((S)-3-((S)-1-(2′,4′-difluorobi-phenyl-4-yl)ethyl)-6-(4-fluorophenyl)2-oxo 1,3-oxazinan-6-yl)ethyl methanesulfonate), NCCO (2-amino-ethanol). Run in CO (MeOH). Yields the product FC1=C(C=CC(=C1)F)C1=CC=C(C=C1)[C@H](C)N1C(O[C@@](CC1)(CCNCCO)C1=CC=C(C=C1)F)=O ((R)-3-((S)-1-(2′,4′-difluorobiphenyl-4-yl)ethyl)-6-(4-fluorophenyl)-6-(2-(2-hydroxyethylamino)ethyl)-1,3-oxazinan-2-one). The yield is 3.6%. RXN SMILES: CS(O[CH2:6][CH2:7][C@@:8]1([C:31]2[CH:36]=[CH:35][C:34]([F:37])=[CH:33][CH:32]=2)[O:13][C:12](=[O:14])[N:11]([C@H:15]([C:17]2[CH:22]=[CH:21][C:20]([C:23]3[CH:28]=[CH:27][C:26]([F:29])=[CH:25][C:24]=3[F:30])=[CH:19][CH:18]=2)[CH3:16])[CH2:10][CH2:9]1)(=O)=O.[NH2:38][CH2:39][CH2:40][OH:41]>CO>[F:30][C:24]1[CH:25]=[C:26]([F:29])[CH:27]=[CH:28][C:23]=1[C:20]1[CH:21]=[CH:22][C:17]([C@@H:15]([N:11]2[CH2:10][CH2:9][C@@:8]([C:31]3[CH:32]=[CH:33][C:34]([F:37])=[CH:35][CH:36]=3)([CH2:7][CH2:6][NH:38][CH2:39][CH2:40][OH:41])[O:13][C:12]2=[O:14])[CH3:16])=[CH:18][CH:19]=1. Procedure: To a solution of 2-((S)-3-((S)-1-(2′,4′-difluorobi-phenyl-4-yl)ethyl)-6-(4-fluorophenyl)2-oxo 1,3-oxazinan-6-yl)ethyl methanesulfonate (58 mg, 0.11 mmol) in anhydrous MeOH was added 2-amino-ethanol (54 mg, 0.88 mmol). Then the reaction mixture was refluxed overnight. When the reaction was over, solvent was removed in vacuo. The residue was purified by preparative HPLC to give (R)-3-((S)-1-(2′,4′-difluorobiphenyl-4-yl)ethyl)-6-(4-fluorophenyl)-6-(2-(2-hydroxyethylamino)ethyl)-1,3-oxazinan-2-one (...